Dataset: the Open Reaction Database (ORD), a public repository of structured organic reaction records. Task: describe an organic reaction: reactants, conditions, products, and yield Reactants: CCCCCn1c2nc[nH]c2c(=O)n2c(Cc3cccc(Br)c3)nnc12, O=C1CCC(=O)N1Br, C1CCOC1. Yields the product CCCCCn1c2nc(Br)[nH]c2c(=O)n2c(Cc3cccc(Br)c3)nnc12. As a reaction SMILES: [Br:1][c:2]1[cH:3][c:4]([CH2:5][c:6]2[n:7][n:8][c:9]3[n:10]2[c:11](=[O:23])[c:12]2[nH:13][cH:14][n:15][c:16]2[n:17]3[CH2:18][CH2:19][CH2:20][CH2:21][CH3:22])[cH:24][cH:25][cH:26]1.[Br:27][N:28]1[C:29](=[O:30])[CH2:31][CH2:32][C:33]1=[O:34].[O:35]1[CH2:36][CH2:37][CH2:38][CH2:39]1>>[Br:1][c:2]1[cH:3][c:4]([CH2:5][c:6]2[n:7][n:8][c:9]3[n:10]2[c:11](=[O:23])[c:12]2[nH:13][c:14]([Br:27])[n:15][c:16]2[n:17]3[CH2:18][CH2:19][CH2:20][CH2:21][CH3:22])[cH:24][cH:25][cH:26]1. The reactants are CCCCBr, O=C([O-])[O-], ClCCl, [Cs+], [Cs+], C1COCCO1, O=C(c1ccc(O)nc1)N1CCCC1CN1CCCC1. Yields the product CCCCOc1ccc(C(=O)N2CCCC2CN2CCCC2)cn1. RXN SMILES: [Br:21][CH2:22][CH2:23][CH2:24][CH3:25].[C:26](=[O:27])([O-:28])[O-:29].[Cl:38][CH2:39][Cl:40].[Cs+:30].[Cs+:31].[O:32]1[CH2:33][CH2:34][O:35][CH2:36][CH2:37]1.[OH:1][c:2]1[cH:3][cH:4][c:5]([C:8](=[O:9])[N:10]2[CH:11]([CH2:15][N:16]3[CH2:17][CH2:18][CH2:19][CH2:20]3)[CH2:12][CH2:13][CH2:14]2)[cH:6][n:7]1>>[O:1]([c:2]1[cH:3][cH:4][c:5]([C:8](=[O:9])[N:10]2[CH:11]([CH2:15][N:16]3[CH2:17][CH2:18][CH2:19][CH2:20]3)[CH2:12][CH2:13][CH2:14]2)[cH:6][n:7]1)[CH2:22][CH2:23][CH2:24][CH3:25]. Starting materials: C(C(=O)Cl)(=O)Cl (Oxalyl chloride), COC(=O)C=1C=C(C(=O)O)C=CC1OCC1=CC=CC=C1 (3-[(methyloxy)carbonyl]-4-[(phenylmethyl)oxy]benzoic acid), N1CCOCC1 (morpholine), O (Water), crude product. Reagents/catalysts: CN(C=O)C (dimethylformamide). Run in ClCCl (dichloromethane), ClCCl (dichloromethane). Run at time 1 hour. Yields the product N1(CCOCC1)C(=O)C=1C=CC(=C(C(=O)OC)C1)OCC1=CC=CC=C1 (Methyl 5-(4-morpholinylcarbonyl)-2-[(phenylmethyl)oxy]benzoate). Reaction SMILES: C(Cl)(=O)C(Cl)=O.[CH3:7][O:8][C:9]([C:11]1[CH:12]=[C:13]([CH:17]=[CH:18][C:19]=1[O:20][CH2:21][C:22]1[CH:27]=[CH:26][CH:25]=[CH:24][CH:23]=1)[C:14]([OH:16])=O)=[O:10].[NH:28]1[CH2:33][CH2:32][O:31][CH2:30][CH2:29]1.O>ClCCl.CN(C)C=O>[N:28]1([C:14]([C:13]2[CH:17]=[CH:18][C:19]([O:20][CH2:21][C:22]3[CH:27]=[CH:26][CH:25]=[CH:24][CH:23]=3)=[C:11]([CH:12]=2)[C:9]([O:8][CH3:7])=[O:10])=[O:16])[CH2:33][CH2:32][O:31][CH2:30][CH2:29]1. Reported procedure: Oxalyl chloride (0.61 ml, 6.99 mmol) was added dropwise to a stirred solution of 3-[(methyloxy)carbonyl]-4-[(phenylmethyl)oxy]benzoic acid (may be prepared as described in Description 49; 400 mg, 1.40 mmol) in dichloromethane (10 ml) and dimethylformamide (3 drops) at room temperature. The mixture was stirred at room temperature for 1 h. The solvent was removed. The residue was dissolved in dichloromethane (5 ml). This mixture was added to a solution of morpholine (609 mg, 6.99 mmol) in dichloro... Reactants: BrC1=C(C(=CC=C1)[N+](=O)[O-])C (2-Bromo-6-nitrotoluene), FC=1C=CC(=C(C#N)C1)B1OC(C(O1)(C)C)(C)C (5-fluoro-2-(4,4,5,5-tetramethyl-[1,3,2]dioxaborolan-2-yl)benzonitrile). The product is FC=1C=C(C(=CC1)C1=C(C(=CC=C1)[N+](=O)[O-])C)C#N (4-fluoro-2′-methyl-3′-nitrobiphenyl-2-carbonitrile). Reaction SMILES: Br[C:2]1[CH:7]=[CH:6][CH:5]=[C:4]([N+:8]([O-:10])=[O:9])[C:3]=1[CH3:11].[F:12][C:13]1[CH:14]=[CH:15][C:16](B2OC(C)(C)C(C)(C)O2)=[C:17]([CH:20]=1)[C:18]#[N:19]>>[F:12][C:13]1[CH:20]=[C:17]([C:18]#[N:19])[C:16]([C:2]2[CH:7]=[CH:6][CH:5]=[C:4]([N+:8]([O-:10])=[O:9])[C:3]=2[CH3:11])=[CH:15][CH:14]=1. Reported procedure: 2-Bromo-6-nitrotoluene and 5-fluoro-2-(4,4,5,5-tetramethyl-[1,3,2]dioxaborolan-2-yl)benzonitrile were coupled using the procedure described in Example 1 to afford crude 4-fluoro-2′-methyl-3′-nitrobiphenyl-2-carbonitrile as a black solid: δH (360 MHz, CDCl3) 2.32 (3H, s), 7.34-7.46 (5H, m), 7.95 (1H, m). Procedure details: The title compound was prepared from 7-difluoromethyl-5-(4-trifluoromethyl-phenyl)-pyrazolo[1,5-a]pyrimidine-3-carboxylic acid (example C.1) and 3-amino-N-isopropyl-benzenesulfonamide [CAS 118837-66-4] according to general procedure II. Light yellow solid. MS (ISP) 552.0 [(M−H−]; mp 229° C. Reactants: FC(C1=CC(=NC=2N1N=CC2C(=O)O)C2=CC=C(C=C2)C(F)(F)F)F (7-difluoromethyl-5-(4-trifluoromethyl-phenyl)-pyrazolo[1,5-a]pyrimidine-3-carboxylic acid), NC=1C=C(C=CC1)S(=O)(=O)NC(C)C (3-amino-N-isopropyl-benzenesulfonamide). RXN SMILES: [F:1][CH:2]([F:25])[C:3]1[N:8]2[N:9]=[CH:10][C:11]([C:12](O)=[O:13])=[C:7]2[N:6]=[C:5]([C:15]2[CH:20]=[CH:19][C:18]([C:21]([F:24])([F:23])[F:22])=[CH:17][CH:16]=2)[CH:4]=1.[NH2:26][C:27]1[CH:28]=[C:29]([S:33]([NH:36][CH:37]([CH3:39])[CH3:38])(=[O:35])=[O:34])[CH:30]=[CH:31][CH:32]=1>>[CH:37]([NH:36][S:33]([C:29]1[CH:28]=[C:27]([NH:26][C:12]([C:11]2[CH:10]=[N:9][N:8]3[C:3]([CH:2]([F:25])[F:1])=[CH:4][C:5]([C:15]4[CH:20]=[CH:19][C:18]([C:21]([F:24])([F:22])[F:23])=[CH:17][CH:16]=4)=[N:6][C:7]=23)=[O:13])[CH:32]=[CH:31][CH:30]=1)(=[O:35])=[O:34])([CH3:39])[CH3:38]. The product is C(C)(C)NS(=O)(=O)C=1C=C(C=CC1)NC(=O)C=1C=NN2C1N=C(C=C2C(F)F)C2=CC=C(C=C2)C(F)(F)F (7-Difluoromethyl-5-(4-trifluoromethyl-phenyl)-pyrazolo[1,5-a]pyrimidine-3-carboxylic acid(3-isopropylsulfamoyl-phenyl)-amide). The reactants are CC(C)(C)OC(=O)N1CCNC(=O)C1, [Cu]I, Nc1ccc(I)cc1, [K+], [K+], O=C([O-])[O-], C1COCCO1. Product: CC(C)(C)OC(=O)N1CCN(c2ccc(N)cc2)C(=O)C1. As a reaction SMILES: [C:9]([CH3:10])([CH3:11])([CH3:12])[O:13][C:14](=[O:15])[N:16]1[CH2:17][C:18](=[O:22])[NH:19][CH2:20][CH2:21]1.[Cu:35][I:36].[I:1][c:2]1[cH:3][cH:4][c:5]([NH2:6])[cH:7][cH:8]1.[K+:23].[K+:24].[O-:25][C:26]([O-:27])=[O:28].[O:29]1[CH2:30][CH2:31][O:32][CH2:33][CH2:34]1>>[c:2]1([N:19]2[C:18](=[O:22])[CH2:17][N:16]([C:14]([O:13][C:9]([CH3:10])([CH3:11])[CH3:12])=[O:15])[CH2:21][CH2:20]2)[cH:3][cH:4][c:5]([NH2:6])[cH:7][cH:8]1. Starting materials: BrC1=C(C=CC=C1C)OC (2-Bromo-3-methylanisole), BrN1C(CCC1=O)=O (N-bromosuccinimide). Solvent: C(Cl)(Cl)(Cl)Cl (carbon tetrachloride). Reaction conditions: temperature 5 celsius. Yields the product BrC1=C(CBr)C=CC=C1OC (2-Bromo-3-methoxybenzyl bromide). Isolated yield 58.0%. RXN SMILES: [Br:1][C:2]1[C:7]([CH3:8])=[CH:6][CH:5]=[CH:4][C:3]=1[O:9][CH3:10].[Br:11]N1C(=O)CCC1=O>C(Cl)(Cl)(Cl)Cl>[Br:1][C:2]1[C:3]([O:9][CH3:10])=[CH:4][CH:5]=[CH:6][C:7]=1[CH2:8][Br:11]. Reported procedure: 2-Bromo-3-methylanisole (2.02 g, 1.00 mmol) and N-bromosuccinimide in carbon tetrachloride (25 ml) were heated to reflux over a 150 W light bulb for 2 h. The solution was cooled to 5° C., filtered and evaporated to drynes under reduced pressure. Purification by flash chromatography using hexane/dichloromethane (8:1) as eluent gave the title compound (162 g, 58%) as a white low melting point solid; δH (CDCl3) 3.90 (3H, s, OCH3), 4.64 (2H, s, CH2Br), 6.85 (1H, dd, J 8.2 and 1.3 Hz, 6-H), 7.08 (1H,...